Dataset: the Open Reaction Database (ORD), a public repository of structured organic reaction records. Task: describe an organic reaction: reactants, conditions, products, and yield The reactants are IC=1SC=C(N1)C(=O)N1C(CCCC1)C ((2-iodo-thiazol-4-yl)-(2-methyl-piperidin-1-yl)-methanone), COC1=C(C=CC=C1)B(O)O (2-methoxyphenylboronic acid), C([O-])([O-])=O.[K+].[K+] (potassium carbonate), PdCl2dppf. The solvent is C(OC)COC (dimethoxyethane). Conditions: temperature 78 celsius. Product: COC1=C(C=CC=C1)C=1SC=C(N1)C(=O)N1C(CCCC1)C ([2-(2-Methoxy-phenyl)-thiazol-4-yl]-(2-methyl-piperidin-1-yl)-methanone). Reaction SMILES: I[C:2]1[S:3][CH:4]=[C:5]([C:7]([N:9]2[CH2:14][CH2:13][CH2:12][CH2:11][CH:10]2[CH3:15])=[O:8])[N:6]=1.[CH3:16][O:17][C:18]1[CH:23]=[CH:22][CH:21]=[CH:20][C:19]=1B(O)O.C(=O)([O-])[O-].[K+].[K+]>C(COC)OC>[CH3:16][O:17][C:18]1[CH:23]=[CH:22][CH:21]=[CH:20][C:19]=1[C:2]1[S:3][CH:4]=[C:5]([C:7]([N:9]2[CH2:14][CH2:13][CH2:12][CH2:11][CH:10]2[CH3:15])=[O:8])[N:6]=1 |f:2.3.4|. Reported procedure: A mixture of (2-iodo-thiazol-4-yl)-(2-methyl-piperidin-1-yl)-methanone (Step 3; 200 mg, 0.59 mmol), 2-methoxyphenylboronic acid (Combi-Blocks, Inc., San Diego, Calif.; 135 mg, 0.89 mmol), potassium carbonate (201 mg, 1.45 mmol), and PdCl2dppf (Strem Chemicals, Inc., Newburyport, Mass.; 22 mg, 0.03 mmol) in dimethoxyethane (3 mL) in a scintillation vial was heated at ˜78° C. for 72 h with shaking. The reaction mixture was cooled to room temperature, concentrated in vacuo using a Genevac evaporato... Reactants: FC1=C(C(=O)N(C)OC)C=CC=C1C(F)(F)F (2- fluoro-3-trifluoromethyl-N-methoxy-N-methylbenzamide), CC1=C(C=CC(=C1)OC)[Mg]Br (2-methyl-4-methoxyphenylmagnesium bromide). The product is FC1=C(C=CC=C1C(F)(F)F)C(=O)C1=C(C=C(C=C1)OC)C ([2-fluoro-3-(trifluoromethyl)phenyl](4-methoxy-2-methylphenyl)methanone). RXN SMILES: [F:1][C:2]1[C:13]([C:14]([F:17])([F:16])[F:15])=[CH:12][CH:11]=[CH:10][C:3]=1[C:4](N(OC)C)=[O:5].[CH3:18][C:19]1[CH:24]=[C:23]([O:25][CH3:26])[CH:22]=[CH:21][C:20]=1[Mg]Br>>[F:1][C:2]1[C:13]([C:14]([F:15])([F:16])[F:17])=[CH:12][CH:11]=[CH:10][C:3]=1[C:4]([C:20]1[CH:21]=[CH:22][C:23]([O:25][CH3:26])=[CH:24][C:19]=1[CH3:18])=[O:5]. Procedure: Prepared according to Method A step B from 2- fluoro-3-trifluoromethyl-N-methoxy-N-methylbenzamide (4.05 g, 16.1 mmol) and 2-methyl-4-methoxyphenylmagnesium bromide (42 mL, 0.5 M in THF) to give 1.76 g of the title compound as a white solid. Reactants: COC=1C=CC2=C(NCCCC2)C1 (8-methoxy-2,3,4,5-tetrahydro-1H-benzo[b]azepine), C(=O)([O-])[O-].[Na+].[Na+] (Na2CO3), BrC(CC)Cl (bromochloropropane). Conditions: time 18 hour. Product: COC1=C2CCCN3C2=C(C=C1)CCCC3 (11-methoxy-2,3,5,6,7,8-hexahydro-1H-azepino[3,2,1-ij]quinoline). Reaction SMILES: [CH3:1][O:2][C:3]1[CH:4]=[CH:5][C:6]2[CH2:12][CH2:11][CH2:10][CH2:9][NH:8][C:7]=2[CH:13]=1.C([O-])([O-])=O.[Na+].[Na+].Br[CH:21](Cl)[CH2:22][CH3:23]>>[CH3:1][O:2][C:3]1[CH:4]=[CH:5][C:6]2[CH2:12][CH2:11][CH2:10][CH2:9][N:8]3[C:7]=2[C:13]=1[CH2:21][CH2:22][CH2:23]3 |f:1.2.3|. Reported procedure: To a solution of 8-methoxy-2,3,4,5-tetrahydro-1H-benzo[b]azepine (0.25 g) in bromochloropropane (2 mL), Na2CO3 (0.6 g) was added, and the reaction heated to reflux. After stirring for 18 hours, the heat was removed, the reaction partitioned between water (30 mL) and ether (25 mL), the layers separated, and the organic layer washed with brine, dried (Na2SO4) and concentrated. The crude product was purified by silica gel chromatography (gradient of EtOAc in heptane) to provide the title compound (... Reactants: [B-](F)(F)(F)F.CCOC(=O)C(=NOC(=[N+](C)C)N(C)C)C#N (TOTU), N1(CCC(CC1)CN)C1=CC=NC=C1 (C-(3,4,5,6-Tetrahydro-2H-[1,4′]bipyridinyl-4-yl)-methylamine), ClC1=C(C=CC(=C1)Cl)CCOC=1C=C(C(=O)O)C=CC1 (3-[2-(2,4-Dichlorophenyl)-ethoxy]-benzoic acid). The solvent is CN(C)C=O (DMF). Conditions: time 16 hour. The product is ClC1=C(C=CC(=C1)Cl)CCOC=1C=C(C(=O)NCC2CCN(CC2)C2=CC=NC=C2)C=CC1 (3-[2-(2,4-Dichlorophenyl)-ethoxy]-N-(3,4,5,6-tetrahydro-2H-[1,4′]bipyridinyl-4-ylmethyl)-benzamide). As a reaction SMILES: [Cl:1][C:2]1[CH:7]=[C:6]([Cl:8])[CH:5]=[CH:4][C:3]=1[CH2:9][CH2:10][O:11][C:12]1[CH:13]=[C:14]([CH:18]=[CH:19][CH:20]=1)[C:15]([OH:17])=O.[B-](F)(F)(F)F.CCOC(C(C#N)=NOC(N(C)C)=[N+](C)C)=O.[N:43]1([C:51]2[CH:56]=[CH:55][N:54]=[CH:53][CH:52]=2)[CH2:48][CH2:47][CH:46]([CH2:49][NH2:50])[CH2:45][CH2:44]1>CN(C=O)C>[Cl:1][C:2]1[CH:7]=[C:6]([Cl:8])[CH:5]=[CH:4][C:3]=1[CH2:9][CH2:10][O:11][C:12]1[CH:13]=[C:14]([CH:18]=[CH:19][CH:20]=1)[C:15]([NH:50][CH2:49][CH:46]1[CH2:45][CH2:44][N:43]([C:51]2[CH:56]=[CH:55][N:54]=[CH:53][CH:52]=2)[CH2:48][CH2:47]1)=[O:17] |f:1.2|. Procedure details: 0.100 g (0.321 mmol) of 3-[2-(2,4-Dichlorophenyl)-ethoxy]-benzoic acid was dissolved in 2 ml of DMF and treated with 0.148 g (1.28 mmol) of N-NEM and 0.105 g (0.321 mmol) of TOTU and 0.123 g (0.64 mmol) of C-(3,4,5,6-Tetrahydro-2H-[1,4′]bipyridinyl-4-yl)-methylamine. The solution was stirred for 16 h at RT. The solvent was removed under reduced pressure, the residue was taken-up in ethyl acetate and the solution was washed twice with saturated aqueous sodium bicarbonate and once with saturated a... The reactants are C(C)(=O)O.COC([C@H](C1CCCCC1)NC(C(CC1=CC=C(C=C1)C(N)=N)C1CCCCC1)=O)=O ([3-(4-Carbamimidoyl-phenyl)-2-(R,S)-cyclohexyl-propionylamino]-(S)-cyclohexyl-acetic acid methyl ester acetic acid salt), Cl (hydrochloric acid). Run in O (water), C(C)(=O)O (acetic acid). Reaction conditions: temperature 50 celsius, time 8 hour. Yields the product Cl.C(N)(=N)C1=CC=C(C=C1)CC(C(=O)N[C@H](C(=O)O)C1CCCCC1)C1CCCCC1 ([3-(4-Carbamimidoyl-phenyl)-2-(R,S)-cyclohexyl-propionylamino]-(S)-cyclohexyl-acetic acid hydrochloric acid salt). RXN SMILES: C(O)(=O)C.C[O:6][C:7](=[O:35])[C@@H:8]([NH:15][C:16](=[O:34])[CH:17]([CH:28]1[CH2:33][CH2:32][CH2:31][CH2:30][CH2:29]1)[CH2:18][C:19]1[CH:24]=[CH:23][C:22]([C:25](=[NH:27])[NH2:26])=[CH:21][CH:20]=1)[CH:9]1[CH2:14][CH2:13][CH2:12][CH2:11][CH2:10]1.[ClH:36]>O.C(O)(=O)C>[ClH:36].[C:25]([C:22]1[CH:21]=[CH:20][C:19]([CH2:18][CH:17]([CH:28]2[CH2:33][CH2:32][CH2:31][CH2:30][CH2:29]2)[C:16]([NH:15][C@@H:8]([CH:9]2[CH2:10][CH2:11][CH2:12][CH2:13][CH2:14]2)[C:7]([OH:35])=[O:6])=[O:34])=[CH:24][CH:23]=1)(=[NH:26])[NH2:27] |f:0.1,5.6|. Procedure: [3-(4-Carbamimidoyl-phenyl)-2-(R,S)-cyclohexyl-propionylamino]-(S)-cyclohexyl-acetic acid methyl ester acetic acid salt was dissolved in a mixture of hydrochloric acid (100 ml), water (100 ml) and acetic acid (50 ml) within 1 hour. After 15 hours stirring at room temperature and 8 hours at 50° C., the mixture was evaporated and after addition of water lyophilized to yield a diastereomeric mixture (2.7 g, 72% step g and h) of the desired product. MS m/z: 414.3 (M+H)+. Starting materials: O1CCCOC=2C=NC(=CC21)CN(C(OC(C)(C)C)=O)C2CCN(CC2)CCN2C1=C(N=CC2=O)N=CC(=C1)OC (tert-butyl (3,4-dihydro-2H-(1,4)dioxepino(2,3-c)pyridin-8-ylmethyl)(1-(2-(7-methoxy-2-oxopyrido(2,3-b)pyrazin-1(2H)-yl)ethyl)piperidin-4-yl)carbamate). Solvent: ClCCl (dichloromethane), FC(C(=O)O)(F)F (trifluoroacetic acid). Reaction conditions: time 1 hour. The product is O1CCCOC=2C=NC(=CC21)CNC2CCN(CC2)CCN2C1=C(N=CC2=O)N=CC(=C1)OC (1-(2-(4-((3,4-dihydro-2H-(1,4)dioxepino(2,3-c)pyridin-8-ylmethyl)amino)piperidin-1-yl)ethyl)-7-methoxypyrido(2,3-b)pyrazin-2(1H)-one). Yield: 75.4%. RXN SMILES: [O:1]1[C:11]2[CH:10]=[C:9]([CH2:12][N:13]([CH:21]3[CH2:26][CH2:25][N:24]([CH2:27][CH2:28][N:29]4[C:34](=[O:35])[CH:33]=[N:32][C:31]5[N:36]=[CH:37][C:38]([O:40][CH3:41])=[CH:39][C:30]4=5)[CH2:23][CH2:22]3)C(=O)OC(C)(C)C)[N:8]=[CH:7][C:6]=2[O:5][CH2:4][CH2:3][CH2:2]1>ClCCl.FC(F)(F)C(O)=O>[O:1]1[C:11]2[CH:10]=[C:9]([CH2:12][NH:13][CH:21]3[CH2:22][CH2:23][N:24]([CH2:27][CH2:28][N:29]4[C:34](=[O:35])[CH:33]=[N:32][C:31]5[N:36]=[CH:37][C:38]([O:40][CH3:41])=[CH:39][C:30]4=5)[CH2:25][CH2:26]3)[N:8]=[CH:7][C:6]=2[O:5][CH2:4][CH2:3][CH2:2]1. Procedure: To a solution of 87 mg of tert-butyl (3,4-dihydro-2H-(1,4)dioxepino(2,3-c)pyridin-8-ylmethyl)(1-(2-(7-methoxy-2-oxopyrido(2,3-b)pyrazin-1(2H)-yl)ethyl)piperidin-4-yl)carbamate in 2 mL of dichloromethane, 2 mL of trifluoroacetic acid was added, and the mixture was stirred at room temperature for 1 hour. The solvent was distilled off under reduced pressure, and chloroform and water were added thereto. The aqueous layer was separated and adjusted to pH 13.1 with a 20% aqueous sodium hydroxide solut... Reactants: ClC1=CC=C(NC(C#N)C2=CC=C(C=C2)S(N)(=O)=O)C=C1 (α-(4-chloroanilino)-α-(4-sulfamoylphenyl)acetonitrile), C(=O)C=C (acrolein). The product is ClC1=CC=C(C=C1)N1C(=CC=C1)C1=CC=C(C=C1)S(N)(=O)=O (1-(4-Chlorophenyl)-2-(4-sulfamoylphenyl)pyrrole), powder. The yield is 38.0%. RXN SMILES: [Cl:1][C:2]1[CH:21]=[CH:20][C:5]([NH:6][CH:7]([C:10]2[CH:15]=[CH:14][C:13]([S:16](=[O:19])(=[O:18])[NH2:17])=[CH:12][CH:11]=2)[C:8]#N)=[CH:4][CH:3]=1.[CH:22]([CH:24]=C)=O>>[Cl:1][C:2]1[CH:21]=[CH:20][C:5]([N:6]2[CH:24]=[CH:22][CH:8]=[C:7]2[C:10]2[CH:15]=[CH:14][C:13]([S:16](=[O:19])(=[O:18])[NH2:17])=[CH:12][CH:11]=2)=[CH:4][CH:3]=1. Reported procedure: Following a procedure similar to that described in Example 1(iii), but using α-(4-chloroanilino)-α-(4-sulfamoylphenyl)acetonitrile [prepared as described in step (ii) above] and acrolein as starting materials, the title compound was obtained as a pale yellow powder (yield 38%), melting at 179-181° C. Starting materials: ClNCc1cc(Br)ccc1OCc1ccccc1, C[Al](C)C, CC#N, Cc1ccccc1, ClCCl. The product is CC(=N)NCc1cc(Br)ccc1OCc1ccccc1. As a reaction SMILES: [CH2:1]([c:2]1[cH:3][cH:4][cH:5][cH:6][cH:7]1)[O:8][c:9]1[c:10]([CH2:11][NH:12][Cl:13])[cH:14][c:15]([Br:18])[cH:16][cH:17]1.[CH3:19][Al:20]([CH3:21])[CH3:22].[CH3:23][C:24]#[N:25].[CH3:29][c:30]1[cH:31][cH:32][cH:33][cH:34][cH:35]1.[Cl:26][CH2:27][Cl:28]>>[CH2:1]([c:2]1[cH:3][cH:4][cH:5][cH:6][cH:7]1)[O:8][c:9]1[c:10]([CH2:11][NH:12][C:24]([CH3:23])=[NH:25])[cH:14][c:15]([Br:18])[cH:16][cH:17]1.